From a dataset of the Open Reaction Database (ORD), a public repository of structured organic reaction records. describe an organic reaction: reactants, conditions, products, and yield Reactants: BrC=1SC(=C(N1)C(NC=1C=NN(C1[C@H]1OC[C@H]([C@@H](CC1)NC(=O)OC(C)(C)C)F)C)=O)NC(OC(C)(C)C)=O (tert-butyl N-[2-bromo-4-[[5-[(2S,5R,6S)-5-(tert-butoxycarbonylamino)-6-fluoro-oxepan-2-yl]-1-methyl-pyrazol-4-yl]carbamoyl]thiazol-5-yl]carbamate), BrC=1SC(=C(N1)C(NC=1C=NN(C1[C@H]1OC[C@H]([C@@H](CC1)NC(=O)OC(C)(C)C)F)C)=O)NC(OC(C)(C)C)=O (tert-butyl N-[2-bromo-4-[[5-[(2S,5R,6S)-5-(tert-butoxycarbonylamino)-6-fluoro-oxepan-2-yl]-1-methyl-pyrazol-4-yl]carbamoyl]thiazol-5-yl]carbamate), ClC1=C(C(=CC=C1)C(F)(F)F)B(O)O ((2-chloro-6-(trifluoromethyl)phenyl)boronic acid). Product: NC1=C(N=C(S1)C1=C(C=CC=C1C(F)(F)F)Cl)C(=O)NC=1C=NN(C1[C@H]1OC[C@H]([C@@H](CC1)N)F)C (5-amino-N-(5-((2S,5R,6S)-5-amino-6-fluorooxepan-2-yl)-1-methyl-1H-pyrazol-4-yl)-2-(2-chloro-6-(trifluoromethyl)phenyl)thiazole-4-carboxamide). As a reaction SMILES: Br[C:2]1[S:3][C:4]([NH:32]C(=O)OC(C)(C)C)=[C:5]([C:7](=[O:31])[NH:8][C:9]2[CH:10]=[N:11][N:12]([CH3:30])[C:13]=2[C@@H:14]2[CH2:20][CH2:19][C@@H:18]([NH:21]C(OC(C)(C)C)=O)[C@H:17]([F:29])[CH2:16][O:15]2)[N:6]=1.[Cl:40][C:41]1[CH:46]=[CH:45][CH:44]=[C:43]([C:47]([F:50])([F:49])[F:48])[C:42]=1B(O)O>>[NH2:32][C:4]1[S:3][C:2]([C:42]2[C:43]([C:47]([F:49])([F:50])[F:48])=[CH:44][CH:45]=[CH:46][C:41]=2[Cl:40])=[N:6][C:5]=1[C:7]([NH:8][C:9]1[CH:10]=[N:11][N:12]([CH3:30])[C:13]=1[C@@H:14]1[CH2:20][CH2:19][C@@H:18]([NH2:21])[C@H:17]([F:29])[CH2:16][O:15]1)=[O:31]. Procedure: Following the procedure for Example 101 starting from tert-butyl N-[2-bromo-4-[[5-[(2S,5R,6S)-5-(tert-butoxycarbonylamino)-6-fluoro-oxepan-2-yl]-1-methyl-pyrazol-4-yl]carbamoyl]thiazol-5-yl]carbamate (Intermediate 95), and replacing 3,6-dihydro-2H-pyran-4-boronic acid pinacol ester with (2-chloro-6-(trifluoromethyl)phenyl)boronic acid gave 329. 1H NMR (400 MHz, DMSO-d6) δ 9.38 (s, 1H), 8.59-8.53 (m, 1H), 7.99-7.96 (m, 1H), 7.85 (s, 1H), 7.75-7.70 (m, 1H), 7.61 (s, 2H), 4.85 (dd, J=10.4, 3.6 Hz, ... Reactants: COc1ccc(CN)cc1, COc1ccc2c(c1)CCn1c-2cc(Cl)nc1=O. Product: COc1ccc(CNc2cc3n(c(=O)n2)CCc2cc(OC)ccc2-3)cc1. Reaction SMILES: [CH3:19][O:20][c:21]1[cH:22][cH:23][c:24]([CH2:25][NH2:26])[cH:27][cH:28]1.[Cl:1][c:2]1[n:3][c:4](=[O:18])[n:5]2[c:6]([cH:17]1)-[c:7]1[cH:8][cH:9][c:10]([O:15][CH3:16])[cH:11][c:12]1[CH2:13][CH2:14]2>>[c:2]1([NH:26][CH2:25][c:24]2[cH:23][cH:22][c:21]([O:20][CH3:19])[cH:28][cH:27]2)[n:3][c:4](=[O:18])[n:5]2[c:6]([cH:17]1)-[c:7]1[cH:8][cH:9][c:10]([O:15][CH3:16])[cH:11][c:12]1[CH2:13][CH2:14]2. Product: CC1CCCC(C)N1CCCCOC1c2ccccc2C(=O)N1c1ccc2ccc(Cl)nc2n1, Cl. The reactants are CC1CCCC(C)N1CCCCO, CCOC(C)=O, O=C1c2ccccc2C(Cl)N1c1ccc2ccc(Cl)nc2n1, Cl, [H-], [Na+], C1CCOC1, O. RXN SMILES: [CH3:1][CH:2]1[N:3]([CH2:9][CH2:10][CH2:11][CH2:12][OH:13])[CH:4]([CH3:8])[CH2:5][CH2:6][CH2:7]1.[CH3:45][CH2:46][O:47][C:48](=[O:49])[CH3:50].[Cl:16][CH:17]1[N:18]([c:27]2[n:28][c:29]3[n:30][c:31]([Cl:37])[cH:32][cH:33][c:34]3[cH:35][cH:36]2)[C:19](=[O:26])[c:20]2[cH:21][cH:22][cH:23][cH:24][c:25]21.[ClH:38].[H-:14].[Na+:15].[O:39]1[CH2:40][CH2:41][CH2:42][CH2:43]1.[OH2:44]>>[CH3:1][CH:2]1[N:3]([CH2:9][CH2:10][CH2:11][CH2:12][O:13][CH:17]2[N:18]([c:27]3[n:28][c:29]4[n:30][c:31]([Cl:37])[cH:32][cH:33][c:34]4[cH:35][cH:36]3)[C:19](=[O:26])[c:20]3[cH:21][cH:22][cH:23][cH:24][c:25]32)[CH:4]([CH3:8])[CH2:5][CH2:6][CH2:7]1.[ClH:16]. Starting materials: C(C)(C)(C)C=1C(=CC(=C(C1)O)C)SC#N (5-tert-butyl-2-methyl-4-thiocyanato-phenol), [Si](C)(C)(C(C)(C)C)Cl (t-butyldimethylsilylchloride), N1C=NC=C1 (imidazole), CN(C)C=O (DMF). Run in C([O-])(O)=O.[Na+] (sodium bicarbonate). Reaction conditions: time 8 hour. Product: C(C)(C)(C)[Si](C)(C)OC1=C(C=C(C(=C1)C(C)(C)C)SC#N)C (tert-Butyl-(5-tert-butyl-2-methyl-4-thiocyanato-phenoxy)-dimethyl-silane). RXN SMILES: [C:1]([C:5]1[C:6]([S:13][C:14]#[N:15])=[CH:7][C:8]([CH3:12])=[C:9]([OH:11])[CH:10]=1)([CH3:4])([CH3:3])[CH3:2].N1C=CN=C1.CN(C=O)C.[Si:26](Cl)([C:29]([CH3:32])([CH3:31])[CH3:30])([CH3:28])[CH3:27]>C(=O)(O)[O-].[Na+]>[C:29]([Si:26]([O:11][C:9]1[CH:10]=[C:5]([C:1]([CH3:4])([CH3:2])[CH3:3])[C:6]([S:13][C:14]#[N:15])=[CH:7][C:8]=1[CH3:12])([CH3:28])[CH3:27])([CH3:32])([CH3:31])[CH3:30] |f:4.5|. Procedure: A solution of 2.0 g (9.0 mmol) of 5-tert-butyl-2-methyl-4-thiocyanato-phenol (prepared in Example GGG), imidazole (0.800 g, 11.8 mmol) and DMF (10 mL) was treated with t-butyldimethylsilylchloride (1.64 g, 10.9 mmol) and stirred overnight. The mixture was diluted with saturated sodium bicarbonate and the mixture extracted with hexanes. The hexane layers were combined, dried (Na2 SO4), and the solvent removed in vacuo to yield the title compound. 1H NMR (CDCl3) δ 0.23 (s, 6 H), 1.01 (s, 9 H), 1.4... Starting materials: CCc1cc(-c2ccc(C(=O)N3CCN(c4ccccc4)CC3)o2)c(C)nc1OC, CC#N, C[Si](C)(C)Cl, [I-], [K+], O. Product: CCc1cc(-c2ccc(C(=O)N3CCN(c4ccccc4)CC3)o2)c(C)[nH]c1=O. As a reaction SMILES: [CH2:8]([CH3:9])[c:10]1[cH:11][c:12](-[c:19]2[cH:20][cH:21][c:22]([C:24](=[O:25])[N:26]3[CH2:27][CH2:28][N:29]([c:32]4[cH:33][cH:34][cH:35][cH:36][cH:37]4)[CH2:30][CH2:31]3)[o:23]2)[c:13]([CH3:18])[n:14][c:15]1[O:16][CH3:17].[CH3:38][C:39]#[N:40].[CH3:3][Si:4]([CH3:5])([CH3:6])[Cl:7].[I-:2].[K+:1].[OH2:41]>>[CH2:8]([CH3:9])[c:10]1[cH:11][c:12](-[c:19]2[cH:20][cH:21][c:22]([C:24](=[O:25])[N:26]3[CH2:27][CH2:28][N:29]([c:32]4[cH:33][cH:34][cH:35][cH:36][cH:37]4)[CH2:30][CH2:31]3)[o:23]2)[c:13]([CH3:18])[nH:14][c:15]1=[O:16].